From a dataset of the Open Reaction Database (ORD), a public repository of structured organic reaction records. describe an organic reaction: reactants, conditions, products, and yield Reported procedure: Sodium hydride (60% in oil, 400 mg) was added to benzyl alcohol (6 ml) under ice-cooling, and the mixture was allowed to warm to room temperature and stirred for 30 min. To the reaction mixture was added 2-benzyl-6-fluoro-1-oxo-4-phenyl-1,2-dihydroisoquinoline-3-carboxylic acid (310 mg) and the mixture was stirred at 120° C. for 6 hrs. To the reaction mixture were added water and 10% hydrochloric acid to acidify the aqueous layer of the mixture and the mixture was extracted with ethyl acetate. T... The solvent is O (water). Yields the product C(C1=CC=CC=C1)N1C(C2=CC=C(C=C2C(=C1C(=O)O)C1=CC=CC=C1)OCC1=CC=CC=C1)=O (2-benzyl-6-benzyloxy-1-oxo-4-phenyl-1,2-dihydroisoquinoline-3-carboxylic acid). The reactants are Cl (hydrochloric acid), [H-].[Na+] (Sodium hydride), C(C1=CC=CC=C1)O (benzyl alcohol), C(C1=CC=CC=C1)N1C(C2=CC=C(C=C2C(=C1C(=O)O)C1=CC=CC=C1)F)=O (2-benzyl-6-fluoro-1-oxo-4-phenyl-1,2-dihydroisoquinoline-3-carboxylic acid). Conditions: time 30 minute. RXN SMILES: [H-].[Na+].[CH2:3]([OH:10])[C:4]1[CH:9]=[CH:8][CH:7]=[CH:6][CH:5]=1.[CH2:11]([N:18]1[C:27]([C:28]([OH:30])=[O:29])=[C:26]([C:31]2[CH:36]=[CH:35][CH:34]=[CH:33][CH:32]=2)[C:25]2[C:20](=[CH:21][CH:22]=[C:23](F)[CH:24]=2)[C:19]1=[O:38])[C:12]1[CH:17]=[CH:16][CH:15]=[CH:14][CH:13]=1.Cl>O>[CH2:11]([N:18]1[C:27]([C:28]([OH:30])=[O:29])=[C:26]([C:31]2[CH:32]=[CH:33][CH:34]=[CH:35][CH:36]=2)[C:25]2[C:20](=[CH:21][CH:22]=[C:23]([O:10][CH2:3][C:4]3[CH:9]=[CH:8][CH:7]=[CH:6][CH:5]=3)[CH:24]=2)[C:19]1=[O:38])[C:12]1[CH:13]=[CH:14][CH:15]=[CH:16][CH:17]=1 |f:0.1|. The reactants are C(=O)(C(F)(F)F)O (TFA), NC=1SC=C(N1)/C(/C(=O)NC1[C@@H]2N(C(=C(CS2)CNC2=C(C(=NS2)OC(C2=CC=CC=C2)C2=CC=CC=C2)C#N)C(=O)O)C1=O)=N/OC(C)(C)C(=O)O (7-[2-(2-aminothiazol-4-yl)-2-((Z)-1-carboxy-1-methylethoxyimino)acetamido]-3-(4-cyano-3-diphenylmethoxyisothiazol-5-yl)aminomethylceph-3-em-4-carboxylic acid). Solvent: C1(=CC=CC=C1)OC (anisole). Run at time 1 hour. Product: NC=1SC=C(N1)/C(/C(=O)NC1[C@@H]2N(C(=C(CS2)CNC2=C(C(=NS2)O)C#N)C(=O)O)C1=O)=N/OC(C)(C)C(=O)O (7-[2-(2-aminothiazol-4-yl)-2-((Z)-1-carboxy-1-methylethoxyimino)acetamido]-3-(4-cyano-3-hydroxy-isothiazol-5-yl)aminomethylceph-3-em-4-carboxylic acid), ammonium salt. Reaction SMILES: C(O)(C(F)(F)F)=O.[NH2:8][C:9]1[S:10][CH:11]=[C:12](/[C:14](=[N:53]/[O:54][C:55]([C:58]([OH:60])=[O:59])([CH3:57])[CH3:56])/[C:15]([NH:17][CH:18]2[C:51](=[O:52])[N:20]3[C:21]([C:48]([OH:50])=[O:49])=[C:22]([CH2:25][NH:26][C:27]4[S:31][N:30]=[C:29]([O:32]C(C5C=CC=CC=5)C5C=CC=CC=5)[C:28]=4[C:46]#[N:47])[CH2:23][S:24][C@H:19]23)=[O:16])[N:13]=1>C1(OC)C=CC=CC=1>[NH2:8][C:9]1[S:10][CH:11]=[C:12](/[C:14](=[N:53]/[O:54][C:55]([C:58]([OH:60])=[O:59])([CH3:57])[CH3:56])/[C:15]([NH:17][CH:18]2[C:51](=[O:52])[N:20]3[C:21]([C:48]([OH:50])=[O:49])=[C:22]([CH2:25][NH:26][C:27]4[S:31][N:30]=[C:29]([OH:32])[C:28]=4[C:46]#[N:47])[CH2:23][S:24][C@H:19]23)=[O:16])[N:13]=1. Procedure: TFA (2 ml) was added to a suspension of 7-[2-(2-aminothiazol-4-yl)-2-((Z)-1-carboxy-1-methylethoxyimino)acetamido]-3-(4-cyano-3-diphenylmethoxyisothiazol-5-yl)aminomethylceph-3-em-4-carboxylic acid (600 mg) in anisole (2 ml), and the mixture stirred for one hour at ambient temperature. The reaction mixture was evaporated and the residue purified by HPLC eluting with a mixture of MeOH and ammonium carbonate buffer 20:80 v/v. After lyophilisation the title compound was obtained in the form of its ... Reactants: COc1ccc(C(Cc2ccccc2)=NO)cc1, COC(=O)C1(C(=O)OC)CC1, CC(=O)O, [Li]CCCC, C1CCOC1, O. The product is COC(=O)C1(C2(O)ON=C(c3ccc(OC)cc3)C2c2ccccc2)CC1. RXN SMILES: [CH3:1][O:2][c:3]1[cH:4][cH:5][c:6]([C:9]([CH2:10][c:11]2[cH:12][cH:13][cH:14][cH:15][cH:16]2)=[N:17][OH:18])[cH:7][cH:8]1.[CH3:24][O:25][C:26](=[O:27])[C:28]1([C:31](=[O:32])[O:33][CH3:34])[CH2:29][CH2:30]1.[CH3:35][C:36](=[O:37])[OH:38].[Li:19][CH2:20][CH2:21][CH2:22][CH3:23].[O:39]1[CH2:40][CH2:41][CH2:42][CH2:43]1.[OH2:44]>>[CH3:1][O:2][c:3]1[cH:4][cH:5][c:6]([C:9]2=[N:17][O:18][C:31]([C:28]3([C:26]([O:25][CH3:24])=[O:27])[CH2:29][CH2:30]3)([OH:32])[CH:10]2[c:11]2[cH:12][cH:13][cH:14][cH:15][cH:16]2)[cH:7][cH:8]1. Reactants: C(O)([O-])=O.[Na+] (sodium hydrogen carbonate), NC1=C(C(=O)OC(C)(C)C)C=CC(=C1)C1=CC(=CC=C1)Cl (tert-butyl 2-amino-4-(3-chlorophenyl)benzoate), C(C(=O)Cl)(=O)Cl (oxalyl chloride), CC1=C(C(=O)O)C=CC=C1C (2,3-dimethylbenzoic acid). The solvent is C(C)N(CC)CC (triethylamine), C(Cl)Cl (methylene chloride), CN(C=O)C (N,N-dimethylformamide), C(Cl)Cl (methylene chloride). Reaction conditions: time 1 hour. Product: ClC=1C=C(C=CC1)C1=CC(=C(C(=O)OC(C)(C)C)C=C1)NC(C1=C(C(=CC=C1)C)C)=O (tert-butyl 4-(3-chlorophenyl)-2-(2,3-dimethylbenzamido)benzoate). RXN SMILES: C(Cl)(=O)C(Cl)=O.[CH3:7][C:8]1[C:16]([CH3:17])=[CH:15][CH:14]=[CH:13][C:9]=1[C:10]([OH:12])=O.[NH2:18][C:19]1[CH:31]=[C:30]([C:32]2[CH:37]=[CH:36][CH:35]=[C:34]([Cl:38])[CH:33]=2)[CH:29]=[CH:28][C:20]=1[C:21]([O:23][C:24]([CH3:27])([CH3:26])[CH3:25])=[O:22].C(=O)([O-])O.[Na+]>C(N(CC)CC)C.C(Cl)Cl.CN(C)C=O>[Cl:38][C:34]1[CH:33]=[C:32]([C:30]2[CH:29]=[CH:28][C:20]([C:21]([O:23][C:24]([CH3:25])([CH3:26])[CH3:27])=[O:22])=[C:19]([NH:18][C:10](=[O:12])[C:9]3[CH:13]=[CH:14][CH:15]=[C:16]([CH3:17])[C:8]=3[CH3:7])[CH:31]=2)[CH:37]=[CH:36][CH:35]=1 |f:3.4|. Reported procedure: 1.7 mL of methylene chloride, 1.0 μl of N,N-dimethylformamide and, 0.025 mL of oxalyl chloride were added to 41 mg of 2,3-dimethylbenzoic acid at room temperature sequentially and stirred at the same temperature for 1 hour. The reaction mixture was added to a mixed solution of 49 mg of tert-butyl 2-amino-4-(3-chlorophenyl)benzoate, 2.8 mL of methylene chloride and 0.36 mL of triethylamine and stirred at room temperature for 1 hour. A saturated sodium hydrogen carbonate aqueous solution was added... The reactants are Cn1cc(C2=C(c3cccc([N+](=O)[O-])c3)C(=O)NC2=O)c2ccccc21, CC(C)=O, [Na+], [OH-]. Yields the product Cn1cc(C2=C(c3cccc(N)c3)C(=O)NC2=O)c2ccccc21. Reaction SMILES: [CH3:1][n:2]1[cH:3][c:4]([C:11]2=[C:15]([c:16]3[cH:17][c:18]([N+:22]([O-:23])=[O:24])[cH:19][cH:20][cH:21]3)[C:14](=[O:25])[NH:13][C:12]2=[O:26])[c:5]2[cH:6][cH:7][cH:8][cH:9][c:10]12.[CH3:29][C:30](=[O:31])[CH3:32].[Na+:28].[OH-:27]>>[CH3:1][n:2]1[cH:3][c:4]([C:11]2=[C:15]([c:16]3[cH:17][c:18]([NH2:22])[cH:19][cH:20][cH:21]3)[C:14](=[O:25])[NH:13][C:12]2=[O:26])[c:5]2[cH:6][cH:7][cH:8][cH:9][c:10]12.